This data is from the Open Reaction Database (ORD), a public repository of structured organic reaction records. The task is: describe an organic reaction: reactants, conditions, products, and yield The reactants are ClC=1C=C(C=C(C1)Cl)C1(CC(=NO1)C1=CC(=C(C(=O)NCC(OC)OC)C=C1)C)C(F)(F)F (4-[5-(3,5-dichlorophenyl)-5-trifluoromethyl-4,5-dihydroisoxazol-3-yl]-N-(2,2-dimethoxyethyl)-2-methyl benzoic acid amide), Cl.CON (methoxyamine hydrochloride). The solvent is C(C)(=O)OCC (ethyl acetate), methaol-water. The product is ClC=1C=C(C=C(C1)Cl)C1(CC(=NO1)C1=CC(=C(C(=O)NCC=NOC)C=C1)C)C(F)(F)F (4-[5-(3,5-Dichlorophenyl)-5-trifluoromethyl-4,5-dihydroisoxazol-3-yl]-N-(2-methoxyiminoethyl)-2-methyl benzoic acid amide). The yield is 69.4%. RXN SMILES: [Cl:1][C:2]1[CH:3]=[C:4]([C:9]2([C:30]([F:33])([F:32])[F:31])[O:13][N:12]=[C:11]([C:14]3[CH:28]=[CH:27][C:17]([C:18]([NH:20][CH2:21][CH:22](OC)OC)=[O:19])=[C:16]([CH3:29])[CH:15]=3)[CH2:10]2)[CH:5]=[C:6]([Cl:8])[CH:7]=1.Cl.[CH3:35][O:36][NH2:37]>C(OCC)(=O)C>[Cl:1][C:2]1[CH:3]=[C:4]([C:9]2([C:30]([F:33])([F:32])[F:31])[O:13][N:12]=[C:11]([C:14]3[CH:28]=[CH:27][C:17]([C:18]([NH:20][CH2:21][CH:22]=[N:37][O:36][CH3:35])=[O:19])=[C:16]([CH3:29])[CH:15]=3)[CH2:10]2)[CH:5]=[C:6]([Cl:8])[CH:7]=1 |f:1.2|. Procedure: In a solution of 152 mg of 4-[5-(3,5-dichlorophenyl)-5-trifluoromethyl-4,5-dihydroisoxazol-3-yl]-N-(2,2-dimethoxyethyl)-2-methyl benzoic acid amide (Compound of the present invention No. 5-083) synthesized similarly to Synthetic Example 5 in 14 ml of methaol-water (6:1) mixed solvent, 38 mg of methoxyamine hydrochloride was added, and stirred under reflux with heat for 8 hours. After the completion of the reaction, the reaction mixture was left and cooled to room temperature, diluted by adding 8... Reactants: CS(=O)(=O)c1ccc(Br)s1, CC1(C)OB(C(=CC2CCCC2)CO)OC1(C)C, [Cs+], [F-]. Product: CS(=O)(=O)c1ccc(C(=CC2CCCC2)CO)s1. As a reaction SMILES: [Br:1][c:2]1[s:3][c:4]([S:7](=[O:8])(=[O:9])[CH3:10])[cH:5][cH:6]1.[CH:13]1([CH:18]=[C:19]([CH2:20][OH:21])[B:22]2[O:23][C:24]([CH3:25])([CH3:26])[C:27]([CH3:28])([CH3:29])[O:30]2)[CH2:14][CH2:15][CH2:16][CH2:17]1.[Cs+:12].[F-:11]>>[c:2]1([C:19](=[CH:18][CH:13]2[CH2:14][CH2:15][CH2:16][CH2:17]2)[CH2:20][OH:21])[s:3][c:4]([S:7](=[O:8])(=[O:9])[CH3:10])[cH:5][cH:6]1. Reactants: Cc1cnc(N2CCN(C(=O)c3ccc(Br)cc3F)CC2)c(C2CC2)c1, CC1COC(=O)N1. Product: Cc1cnc(N2CCN(C(=O)c3ccc(N4C(=O)OCC4C)cc3F)CC2)c(C2CC2)c1. RXN SMILES: [Br:1][c:2]1[cH:3][c:4]([F:26])[c:5]([C:8](=[O:9])[N:10]2[CH2:11][CH2:12][N:13]([c:16]3[n:17][cH:18][c:19]([CH3:25])[cH:20][c:21]3[CH:22]3[CH2:23][CH2:24]3)[CH2:14][CH2:15]2)[cH:6][cH:7]1.[CH3:27][CH:28]1[NH:29][C:30](=[O:33])[O:31][CH2:32]1>>[c:2]1([N:29]2[CH:28]([CH3:27])[CH2:32][O:31][C:30]2=[O:33])[cH:3][c:4]([F:26])[c:5]([C:8](=[O:9])[N:10]2[CH2:11][CH2:12][N:13]([c:16]3[n:17][cH:18][c:19]([CH3:25])[cH:20][c:21]3[CH:22]3[CH2:23][CH2:24]3)[CH2:14][CH2:15]2)[cH:6][cH:7]1. Reactants: Cl.CN(CCCN=C=NCC)C (3-dimethylaminopropyl-N′-ethylcarbodiimide hydrochloride), CC1=C(C(=O)O)C=CC(=N1)C(F)(F)F (2-methyl-6-trifluoromethylnicotinic acid), Cl.CNOC (N,O-dimethylhydroxylamine hydrochloride), CN1CCOCC1 (N-methylmorpholine). Run in ClCCl (dichloromethane). Conditions: time 2 hour. Yields the product CON(C(=O)C=1C(=NC(=CC1)C(F)(F)F)C)C (N-methoxy-N-methyl-2-methyl-6-trifluoromethyl-3-pyridinecarboxamide). RXN SMILES: [CH3:1][C:2]1[N:10]=[C:9]([C:11]([F:14])([F:13])[F:12])[CH:8]=[CH:7][C:3]=1[C:4](O)=[O:5].Cl.[CH3:16][NH:17][O:18][CH3:19].CN1CCOCC1.Cl.CN(C)CCCN=C=NCC>ClCCl>[CH3:19][O:18][N:17]([CH3:16])[C:4]([C:3]1[C:2]([CH3:1])=[N:10][C:9]([C:11]([F:14])([F:13])[F:12])=[CH:8][CH:7]=1)=[O:5] |f:1.2,4.5|. Procedure: To a solution of 2-methyl-6-trifluoromethylnicotinic acid (500 mg, 2.44 mmol) and N,O-dimethylhydroxylamine hydrochloride (285 mg, 2.92 mmol) in dichloromethane (10 mL) were added N-methylmorpholine (0.32 mL, 2.92 mmol) and N-(3-dimethylaminopropyl-N′-ethylcarbodiimide hydrochloride (EDC, 560 mg, 2.92 mmol). The mixture was stirred at room temperature for 2 hours and washed with 1 N HCl and water. The organic layer was dried over anhydrous magnesium sulfate, filtered, and concentrated under redu...